This data is from the Open Reaction Database (ORD), a public repository of structured organic reaction records. The task is: describe an organic reaction: reactants, conditions, products, and yield Starting materials: C(C)(C)(C)OC(NC1=C(C=C(C=C1)I)[N+](=O)[O-])=O ((4-Iodo-2-nitro-phenyl)-carbamic acid tert.-butyl ester), FC1=C(C=CC=C1F)B(O)O (2,3-difluorobenzene boronic acid). Product: C(C)(C)(C)OC(NC1=C(C=C(C=C1)C1=C(C(=CC=C1)F)F)[N+](=O)[O-])=O ((2′,3′-Difluoro-3-nitro-biphenyl-4-yl)-carbamic acid tert.-butyl ester). The yield is 91.9%. As a reaction SMILES: [C:1]([O:5][C:6](=[O:18])[NH:7][C:8]1[CH:13]=[CH:12][C:11](I)=[CH:10][C:9]=1[N+:15]([O-:17])=[O:16])([CH3:4])([CH3:3])[CH3:2].[F:19][C:20]1[C:25]([F:26])=[CH:24][CH:23]=[CH:22][C:21]=1B(O)O>>[C:1]([O:5][C:6](=[O:18])[NH:7][C:8]1[CH:13]=[CH:12][C:11]([C:24]2[CH:23]=[CH:22][CH:21]=[C:20]([F:19])[C:25]=2[F:26])=[CH:10][C:9]=1[N+:15]([O-:17])=[O:16])([CH3:4])([CH3:3])[CH3:2]. Procedure: Prepared from (4-iodo-2-nitro-phenyl)-carbamic acid tert.-butyl ester (Example A1) (3.64 g, 10 mmol) and 2,3-difluorobenzene boronic acid (2.35 g, 14.9 mmol) according to the general procedure B. Obtained as a yellow solid (3.22 g). Starting materials: Cc1ccc(-n2nc3c(cc2=O)CCCc2sccc2-3)cc1, CN(C=O)c1ccccc1, O. Yields the product Cc1ccc(-n2nc3c(cc2=O)CCCc2sc(C=O)cc2-3)cc1. RXN SMILES: [CH3:11][c:12]1[cH:13][cH:14][c:15](-[n:18]2[n:19][c:20]3[c:21]([cH:22][c:23]2=[O:24])[CH2:25][CH2:26][CH2:27][c:28]2[c:29]-3[cH:30][cH:31][s:32]2)[cH:16][cH:17]1.[CH3:1][N:2]([c:3]1[cH:4][cH:5][cH:6][cH:7][cH:8]1)[CH:9]=[O:10].[OH2:33]>>[CH:9](=[O:10])[c:31]1[cH:30][c:29]2[c:28]([s:32]1)[CH2:27][CH2:26][CH2:25][c:21]1[c:20]-2[n:19][n:18](-[c:15]2[cH:14][cH:13][c:12]([CH3:11])[cH:17][cH:16]2)[c:23](=[O:24])[cH:22]1. Starting materials: COC(=O)C(Br)c1ccc(Oc2ccc(S(C)(=O)=O)cc2)cc1, CO, C[O-], Oc1ccc(Cl)cc1, [Na+]. The product is COC(=O)C(Oc1ccc(Cl)cc1)c1ccc(Oc2ccc(S(C)(=O)=O)cc2)cc1. Reaction SMILES: [Br:12][CH:13]([C:14](=[O:15])[O:16][CH3:17])[c:18]1[cH:19][cH:20][c:21]([O:24][c:25]2[cH:26][cH:27][c:28]([S:31](=[O:32])(=[O:33])[CH3:34])[cH:29][cH:30]2)[cH:22][cH:23]1.[CH3:35][OH:36].[CH3:9][O-:10].[Cl:1][c:2]1[cH:3][cH:4][c:5]([OH:8])[cH:6][cH:7]1.[Na+:11]>>[Cl:1][c:2]1[cH:3][cH:4][c:5]([O:8][CH:13]([C:14](=[O:15])[O:16][CH3:17])[c:18]2[cH:19][cH:20][c:21]([O:24][c:25]3[cH:26][cH:27][c:28]([S:31](=[O:32])(=[O:33])[CH3:34])[cH:29][cH:30]3)[cH:22][cH:23]2)[cH:6][cH:7]1. The reactants are CCc1ccc2c(-c3cccc(C(N)=O)c3)cc(CC(C)(C)C)nn12, CCO, Cl, [K+], [OH-], O. Yields the product CCc1ccc2c(-c3cccc(C(=O)O)c3)cc(CC(C)(C)C)nn12. As a reaction SMILES: [CH2:1]([CH3:2])[c:3]1[cH:4][cH:5][c:6]2[n:7]1[n:8][c:9]([CH2:21][C:22]([CH3:23])([CH3:24])[CH3:25])[cH:10][c:11]2-[c:12]1[cH:13][c:14]([C:15](=[O:16])[NH2:17])[cH:18][cH:19][cH:20]1.[CH3:30][CH2:31][OH:32].[ClH:29].[K+:28].[OH-:27].[OH2:26]>>[CH2:1]([CH3:2])[c:3]1[cH:4][cH:5][c:6]2[n:7]1[n:8][c:9]([CH2:21][C:22]([CH3:23])([CH3:24])[CH3:25])[cH:10][c:11]2-[c:12]1[cH:13][c:14]([C:15]([OH:16])=[O:26])[cH:18][cH:19][cH:20]1. Starting materials: [H-].[Na+] (Sodium hydride), C(CCC)C1=NC2(C(N1)=O)CCCC2 (2-butyl-1,3-diaza-spiro[4.4]non-1-en-4-one), ClC1CCC2=CC(=CC=C12)C1=C(C#N)C=CC=C1 (2-(1-chloro-indan-5-yl)-benzonitrile). The solvent is O1CCOCC1 (1,4-dioxane), O1CCOCC1 (dioxane). Conditions: temperature 110 celsius, time 0.25 hour. Yields the product C(CCC)C1=NC2(C(N1C1CCC3=CC(=CC=C13)C1=C(C#N)C=CC=C1)=O)CCCC2 (2-[1-(2-Butyl4-oxo-1,3-diaza-spiro[4.4]non-1-en-3-yl)-indan-5-yl]-benzonitrile). Yield: 30.9%. As a reaction SMILES: [H-].[Na+].[CH2:3]([C:7]1[NH:11][C:10](=[O:12])[C:9]2([CH2:16][CH2:15][CH2:14][CH2:13]2)[N:8]=1)[CH2:4][CH2:5][CH3:6].Cl[CH:18]1[C:26]2[C:21](=[CH:22][C:23]([C:27]3[CH:34]=[CH:33][CH:32]=[CH:31][C:28]=3[C:29]#[N:30])=[CH:24][CH:25]=2)[CH2:20][CH2:19]1>O1CCOCC1>[CH2:3]([C:7]1[N:11]([CH:18]2[C:26]3[C:21](=[CH:22][C:23]([C:27]4[CH:34]=[CH:33][CH:32]=[CH:31][C:28]=4[C:29]#[N:30])=[CH:24][CH:25]=3)[CH2:20][CH2:19]2)[C:10](=[O:12])[C:9]2([CH2:16][CH2:15][CH2:14][CH2:13]2)[N:8]=1)[CH2:4][CH2:5][CH3:6] |f:0.1|. Procedure: Sodium hydride (53 mg, 2.3 mmol) was added to 2-butyl-1,3-diaza-spiro[4.4]non-1-en-4-one (458 mg, 2.36 mmol) in anhydrous 1,4-dioxane (3 mL). After 0.25 hour, a solution of 2-(1-chloro-indan-5-yl)-benzonitrile (300 mg, 1.18 mmol)in dioxane (1.0 mL) was added. The reaction mixture was heated at 110° C. for 20 hours, cooled to room temperature and concentrated in vacuo. The crude residue was chromatographed on SiO2 -gel using 50% ethyl acetate/hexanes to give 150 mg of a colorless oil. 1H NMR (250...